This data is from the Open Reaction Database (ORD), a public repository of structured organic reaction records. The task is: describe an organic reaction: reactants, conditions, products, and yield Reactants: C1CCOC1, CCOC(=O)c1nc([N+](=O)[O-])cn1CC1CC1, [H][H]. Product: CCOC(=O)c1nc(N)cn1CC1CC1. Reaction SMILES: [CH2:20]1[O:21][CH2:22][CH2:23][CH2:24]1.[CH:1]1([CH2:4][n:5]2[c:6]([C:13](=[O:14])[O:15][CH2:16][CH3:17])[n:7][c:8]([N+:10]([O-:11])=[O:12])[cH:9]2)[CH2:2][CH2:3]1.[H:18][H:19]>>[CH:1]1([CH2:4][n:5]2[c:6]([C:13](=[O:14])[O:15][CH2:16][CH3:17])[n:7][c:8]([NH2:10])[cH:9]2)[CH2:2][CH2:3]1. Starting materials: C1CCOC1, CCOC(C)=O, Cl, O=C=Nc1ccc(C(F)(F)F)cc1, [H-], N#N, Nc1nc(Cl)cc(Cl)n1, [Na+]. Yields the product NC(=O)N(c1ccc(C(F)(F)F)cc1)c1nc(Cl)cc(Cl)n1. As a reaction SMILES: [CH2:28]1[O:29][CH2:30][CH2:31][CH2:32]1.[CH3:33][CH2:34][O:35][C:36](=[O:37])[CH3:38].[ClH:27].[F:14][C:15]([c:16]1[cH:17][cH:18][c:19]([N:22]=[C:23]=[O:24])[cH:20][cH:21]1)([F:25])[F:26].[H-:13].[N:10]#[N:11].[NH2:1][c:2]1[n:3][c:4]([Cl:9])[cH:5][c:6]([Cl:8])[n:7]1.[Na+:12]>>[c:2]1([N:22]([c:19]2[cH:18][cH:17][c:16]([C:15]([F:14])([F:25])[F:26])[cH:21][cH:20]2)[C:23]([NH2:10])=[O:24])[n:3][c:4]([Cl:9])[cH:5][c:6]([Cl:8])[n:7]1.